From a dataset of the Open Reaction Database (ORD), a public repository of structured organic reaction records. describe an organic reaction: reactants, conditions, products, and yield Reactants: NC1=NC=C(C=C1)C (2-amino-5-picoline), BrCC(=O)C1=CC=CC=C1 (2-bromoacetophenone), C([O-])(O)=O.[Na+] (sodium bicarbonate). The solvent is CCO (EtOH). Product: CC=1C=CC=2N(C1)C=C(N2)C2=CC=CC=C2 (6-Methyl-2-phenylimidazo[1,2-a]pyridine). Yield: 72.0%. RXN SMILES: [NH2:1][C:2]1[CH:7]=[CH:6][C:5]([CH3:8])=[CH:4][N:3]=1.Br[CH2:10][C:11]([C:13]1[CH:18]=[CH:17][CH:16]=[CH:15][CH:14]=1)=O.C(=O)(O)[O-].[Na+]>CCO>[CH3:8][C:5]1[CH:6]=[CH:7][C:2]2[N:3]([CH:10]=[C:11]([C:13]3[CH:18]=[CH:17][CH:16]=[CH:15][CH:14]=3)[N:1]=2)[CH:4]=1 |f:2.3|. Procedure details: A stirred mixture of 2-amino-5-picoline (0.56 g, 5.22 mmol) and 2-bromoacetophenone (1.0 g, 5.02 mmol) in EtOH (50 ml) was heated under reflux for 2 h. The reaction mixture was left to cool to room temperature and then sodium bicarbonate (0.76 g, 9.04 mmol) was added and the reaction mixture was heated under reflux for 15 h. The solvent was then removed under reduced pressure and the residue was dissolved in EtOAc (70 ml) and washed with water (40 ml). The organic phase was dried (Na2SO4) and th... The reactants are COC=1C(=NC=CN1)C(C)N1CCC(CC1)C(CC1=C(C=CC=C1)F)=O (1-[1-[1-(3-methoxy-2-pyrazinyl)ethyl]piperidin-4-yl]-2-(2-fluorophenyl)ethanone), C(C)(=O)OCC (ethyl acetate), C([O-])(O)=O.[Na+] (sodium bicarbonate). The solvent is C(C)O (ethanol), Cl.C(C)(=O)OCC (hydrogen chloride ethyl acetate). The product is FC1=C(C=CC=C1)CC(=O)C1CCN(CC1)C(C)C=1C(NC=CN1)=O (3-[1-[4-[2-(2-Fluorophenyl)acetyl]piperidino]ethyl]-1H-pyrazin-2-one). The yield is 53.8%. Reaction SMILES: C[O:2][C:3]1[C:4]([CH:9]([N:11]2[CH2:16][CH2:15][CH:14]([C:17](=[O:26])[CH2:18][C:19]3[CH:24]=[CH:23][CH:22]=[CH:21][C:20]=3[F:25])[CH2:13][CH2:12]2)[CH3:10])=[N:5][CH:6]=[CH:7][N:8]=1.C(=O)(O)[O-].[Na+].C(OCC)(=O)C>C(O)C.Cl.C(OCC)(=O)C>[F:25][C:20]1[CH:21]=[CH:22][CH:23]=[CH:24][C:19]=1[CH2:18][C:17]([CH:14]1[CH2:13][CH2:12][N:11]([CH:9]([C:4]2[C:3](=[O:2])[NH:8][CH:7]=[CH:6][N:5]=2)[CH3:10])[CH2:16][CH2:15]1)=[O:26] |f:1.2,5.6|. Procedure: After dissolving 118 mg of 1-[1-[1-(3-methoxy-2-pyrazinyl)ethyl]piperidin-4-yl]-2-(2-fluorophenyl)ethanone in 2 ml of ethanol, 6 ml of 4N hydrogen chloride/ethyl acetate was added and the mixture was heated to reflux for 9 hours. Saturated aqueous sodium bicarbonate solution was added to the reaction solution and extraction was performed with ethyl acetate. The organic layer was washed with water and saturated brine in that order and dried over anhydrous magnesium sulfate, and then the solvent w... The reactants are COc1ccc(N2CCC(NC(=O)OC(C)(C)C)CC2)nn1, C1COCCO1, C1CCOC1, CO, Cl. Yields the product COc1ccc(N2CCC(N)CC2)nn1. RXN SMILES: [C:1]([O:2][C:3](=[O:4])[NH:7][CH:8]1[CH2:9][CH2:10][N:11]([c:14]2[n:15][n:16][c:17]([O:20][CH3:21])[cH:18][cH:19]2)[CH2:12][CH2:13]1)([CH3:5])([CH3:6])[CH3:22].[CH2:24]1[O:25][CH2:26][CH2:27][O:28][CH2:29]1.[CH2:30]1[O:31][CH2:32][CH2:33][CH2:34]1.[CH3:35][OH:36].[ClH:23]>>[NH2:7][CH:8]1[CH2:9][CH2:10][N:11]([c:14]2[n:15][n:16][c:17]([O:20][CH3:21])[cH:18][cH:19]2)[CH2:12][CH2:13]1. Reactants: CC(=O)O, CCO, [Na+], [OH-], O, CC(=O)Oc1c(C)c(C)c2c(c1C)CCC(C)(C(=O)Nc1ccccc1)O2. Product: Cc1c(C)c2c(c(C)c1O)CCC(C)(C(=O)Nc1ccccc1)O2. RXN SMILES: [CH3:30][C:31](=[O:32])[OH:33].[CH3:34][CH2:35][OH:36].[Na+:29].[OH-:28].[OH2:37].[c:1]1([NH:7][C:8](=[O:9])[C:10]2([CH3:27])[O:11][c:12]3[c:13]([c:16]([CH3:26])[c:17]([O:22][C:23](=[O:24])[CH3:25])[c:18]([CH3:21])[c:19]3[CH3:20])[CH2:14][CH2:15]2)[cH:2][cH:3][cH:4][cH:5][cH:6]1>>[c:1]1([NH:7][C:8](=[O:9])[C:10]2([CH3:27])[O:11][c:12]3[c:13]([c:16]([CH3:26])[c:17]([OH:22])[c:18]([CH3:21])[c:19]3[CH3:20])[CH2:14][CH2:15]2)[cH:2][cH:3][cH:4][cH:5][cH:6]1. Starting materials: NC=1C=CC(=NC1)OC (5-Amino-2-methoxypyridine), Cl (hydrochloric acid), NC=1C(=NC=NC1Cl)Cl (5-amino-4,6-dichloropyrimidine), C(C)O (ethanol). The solvent is O (water). Yields the product Cl.COC1=CC=C(C=N1)NC1=NC=NC(=C1N)Cl (N4-(6-methoxy-3-pyridyl)-6-chloro-4,5-pyrimidinediamine hydrocloride). Isolated yield 50.7%. RXN SMILES: [NH2:1][C:2]1[CH:3]=[CH:4][C:5]([O:8][CH3:9])=[N:6][CH:7]=1.Cl.[NH2:11][C:12]1[C:13]([Cl:19])=[N:14][CH:15]=[N:16][C:17]=1[Cl:18].C(O)C>O>[ClH:18].[CH3:9][O:8][C:5]1[N:6]=[CH:7][C:2]([NH:1][C:17]2[C:12]([NH2:11])=[C:13]([Cl:19])[N:14]=[CH:15][N:16]=2)=[CH:3][CH:4]=1 |f:5.6|. Procedure details: 5-Amino-2-methoxypyridine (8.7 g, 70.1 mmol) and conc. hydrochloric acid (1.5 ml) were added successively to a suspension of 5-amino-4,6-dichloropyrimidine (10.0 g, 45.2 mmol, produced by Tokyo Kasei Co., Ltd.) in water (100 ml)/ethanol (15 ml) at room temperature, and the mixture was heated under reflux for 3 hours. After cooling as it was, the resulting solid was collected by filtration, washed with water and air-dried at 50° C., to give the title compound (6.6 g, 72%) as a reddish brown solid...